Dataset: the Open Reaction Database (ORD), a public repository of structured organic reaction records. Task: describe an organic reaction: reactants, conditions, products, and yield Starting materials: NC=1N=C(SC1C#N)N1CCOCC1 (4-amino-2-(4-morpholinyl)-1,3-thiazole-5-carbonitrile), N,N-dimethylaminopyridine, C(C)(=O)Cl (acetyl chloride). The solvent is N1=CC=CC=C1 (Pyridine). Conditions: temperature 80 celsius. Product: C(#N)C1=C(N=C(S1)N1CCOCC1)NC(C)=O (N-[5-cyano-2-(4-morpholinyl)-1,3-thiazol-4-yl]acetamide). The yield is 81.8%. As a reaction SMILES: [NH2:1][C:2]1[N:3]=[C:4]([N:9]2[CH2:14][CH2:13][O:12][CH2:11][CH2:10]2)[S:5][C:6]=1[C:7]#[N:8].[C:15](Cl)(=[O:17])[CH3:16]>N1C=CC=CC=1>[C:7]([C:6]1[S:5][C:4]([N:9]2[CH2:14][CH2:13][O:12][CH2:11][CH2:10]2)=[N:3][C:2]=1[NH:1][C:15](=[O:17])[CH3:16])#[N:8]. Procedure details: To a 5 L round bottom flask equipped with a mechanical stirrer was added 4-amino-2-(4-morpholinyl)-1,3-thiazole-5-carbonitrile (200 g, 951 mmol) and N,N-dimethylaminopyridine (23.24 g, 190 mmol). The solids were taken up in Pyridine (2000 mL) and to this reaction solution was added acetyl chloride (74.7 g, 951 mmol) via an addition funnel. The reaction was heated to 80° C. and monitored by LCMS for conversion to product. Upon complete conversion (˜2 hours), the reaction was cooled to room temper... Starting materials: C(#N)NC(=NCCS)NCC#C (N-Cyano-N'-(2-propyn-1-yl)-N"-(2-mercaptoethyl)guanidine), Cl.ClCC1=NC=CC=C1 (2-chloromethylpyridine hydrochloride), base. Yields the product C(#N)NC(=NCCSCC1=NC=CC=C1)NCC#C (N-Cyano-N'-(2-propyn-1-yl)-N"-{2-[(2-pyridyl)methylthio]-ethyl}guanidine). RXN SMILES: [C:1]([NH:3][C:4]([NH:9][CH2:10][C:11]#[CH:12])=[N:5][CH2:6][CH2:7][SH:8])#[N:2].Cl.Cl[CH2:15][C:16]1[CH:21]=[CH:20][CH:19]=[CH:18][N:17]=1>>[C:1]([NH:3][C:4]([NH:9][CH2:10][C:11]#[CH:12])=[N:5][CH2:6][CH2:7][S:8][CH2:15][C:16]1[CH:21]=[CH:20][CH:19]=[CH:18][N:17]=1)#[N:2] |f:1.2|. Reported procedure: The ethanolic solution of the product of Step A is reacted with about an equimolar amount of 2-chloromethylpyridine hydrochloride and about two equivalents of base to produce the title product.